describe an organic reaction: reactants, conditions, products, and yield From a dataset of the Open Reaction Database (ORD), a public repository of structured organic reaction records. Starting materials: ClC1=CC=C(C=C1)N1C(OC[C@@H]1C1=CC(=CC=C1)O)=O ((S)-3-(4-chlorophenyl)-4-(3-hydroxyphenyl)-oxazolidin-2-one), BrC1=NC=CN=C1 (2-bromopyrazine), CN(CC(=O)O)C (N,N-dimethylglycine), C(=O)([O-])[O-].[Cs+].[Cs+] (Cs2CO3). The reagents and catalysts are [Cu]I (CuI). Run in O1CCOCC1 (1,4-dioxane). Reaction conditions: temperature 120 celsius, time 18 hour. Yields the product ClC1=CC=C(C=C1)N1C(OC[C@@H]1C1=CC(=CC=C1)OC1=NC=CN=C1)=O ((S)-3-(4-chlorophenyl)-4-(3-(pyrazin-2-yloxy)phenyl)oxazolidin-2-one). As a reaction SMILES: [Cl:1][C:2]1[CH:7]=[CH:6][C:5]([N:8]2[C@@H:12]([C:13]3[CH:18]=[CH:17][CH:16]=[C:15]([OH:19])[CH:14]=3)[CH2:11][O:10][C:9]2=[O:20])=[CH:4][CH:3]=1.Br[C:22]1[CH:27]=[N:26][CH:25]=[CH:24][N:23]=1.CN(C)CC(O)=O.C([O-])([O-])=O.[Cs+].[Cs+]>[Cu]I.O1CCOCC1>[Cl:1][C:2]1[CH:3]=[CH:4][C:5]([N:8]2[C@@H:12]([C:13]3[CH:18]=[CH:17][CH:16]=[C:15]([O:19][C:22]4[CH:27]=[N:26][CH:25]=[CH:24][N:23]=4)[CH:14]=3)[CH2:11][O:10][C:9]2=[O:20])=[CH:6][CH:7]=1 |f:3.4.5|. Procedure details: Reference: Org Lett 2003, 5(21), 3799. A small reaction tube fitted with a screw cap containing a septum is charged with (S)-3-(4-chlorophenyl)-4-(3-hydroxyphenyl)-oxazolidin-2-one (0.06 mmol), 2-bromopyrazine (0.076 mmol), CuI (0.04 mmol), N,N-dimethylglycine (0.04 mmol), Cs2CO3 (0.13 mmol) and 1,4-dioxane (1 mL) is stirred at 120° C. for 18 h. The reaction mixture is then cooled to room temperature and filtered through a Whatman 0.42 μM filter and purified by preparative HPLC (C-18, 10-90% ACN... The reactants are O=C(O)c1ccc(Br)cn1, CCN(C(C)C)C(C)C, ClCCl, NC(Cc1ccccc1C(F)(F)F)CN1C(=O)c2ccccc2C1=O. Yields the product O=C(NC(Cc1ccccc1C(F)(F)F)CN1C(=O)c2ccccc2C1=O)c1ccc(Br)cn1. As a reaction SMILES: [Br:1][c:2]1[cH:3][cH:4][c:5]([C:8](=[O:9])[OH:10])[n:6][cH:7]1.[CH:11]([N:12]([CH:13]([CH3:14])[CH3:15])[CH2:16][CH3:17])([CH3:18])[CH3:19].[Cl:45][CH2:46][Cl:47].[NH2:20][CH:21]([CH2:22][N:23]1[C:24](=[O:33])[c:25]2[cH:26][cH:27][cH:28][cH:29][c:30]2[C:31]1=[O:32])[CH2:34][c:35]1[c:36]([C:41]([F:42])([F:43])[F:44])[cH:37][cH:38][cH:39][cH:40]1>>[Br:1][c:2]1[cH:3][cH:4][c:5]([C:8](=[O:10])[NH:20][CH:21]([CH2:22][N:23]2[C:24](=[O:33])[c:25]3[cH:26][cH:27][cH:28][cH:29][c:30]3[C:31]2=[O:32])[CH2:34][c:35]2[c:36]([C:41]([F:42])([F:43])[F:44])[cH:37][cH:38][cH:39][cH:40]2)[n:6][cH:7]1. Reactants: CC(=O)O, COc1cc(C)ccc1Cl, [NH4+], O=[N+]([O-])[O-], O, O. The product is COc1cc(C=O)ccc1Cl. As a reaction SMILES: [C:16]([OH:17])(=[O:18])[CH3:19].[Cl:6][c:7]1[c:8]([O:14][CH3:15])[cH:9][c:10]([CH3:13])[cH:11][cH:12]1.[NH4+:1].[O-:2][N+:3](=[O:4])[O-:5].[OH2:20].[OH2:21]>>[O:2]=[CH:13][c:10]1[cH:9][c:8]([O:14][CH3:15])[c:7]([Cl:6])[cH:12][cH:11]1. Starting materials: FC(F)(F)c1ccc(-n2cc3cccc(CBr)c3n2)cc1, C[N+]1([O-])CCOCC1, CC#N. The product is O=Cc1cccc2cn(-c3ccc(C(F)(F)F)cc3)nc12. Reaction SMILES: [Br:9][CH2:10][c:11]1[cH:12][cH:13][cH:14][c:15]2[cH:16][n:17](-[c:20]3[cH:21][cH:22][c:23]([C:26]([F:27])([F:28])[F:29])[cH:24][cH:25]3)[n:18][c:19]12.[CH3:1][N+:2]1([O-:3])[CH2:4][CH2:6][O:5][CH2:7][CH2:8]1.[CH3:30][C:31]#[N:32]>>[O:5]=[CH:10][c:11]1[cH:12][cH:13][cH:14][c:15]2[cH:16][n:17](-[c:20]3[cH:21][cH:22][c:23]([C:26]([F:27])([F:28])[F:29])[cH:24][cH:25]3)[n:18][c:19]12. Reactants: C(O)([O-])=O.[Na+] (sodium hydrogen carbonate), C(C)(C)(C)OC(=O)NCCOC1=CC=C(C(=C1CO)F)F (6-[2-(tert-butoxycarbonylamino)ethoxy]-2,3-difluorobenzyl alcohol), ClC1=C(C=C(C=C1)O)[N+](=O)[O-] (4-chloro-3-nitrophenol), C1(=CC=CC=C1)P(C1=CC=CC=C1)C1=CC=CC=C1 (triphenylphosphine), N(=NC(=O)OC(C)C)C(=O)OC(C)C (diisopropyl azodicarboxylate). The solvent is O1CCCC1 (tetrahydrofuran). Run at time 8 hour. Yields the product C(C)(C)(C)OC(=O)NCCOC1=CC=C(C(=C1COC=1C=CC(=C(N)C1)Cl)F)F (5-{6-[2-(tert-Butoxycarbonylamino)ethoxy]-2,3-difluorobenzyloxy}-2-chloroaniline). Yield: 98.2%. As a reaction SMILES: [C:1]([O:5][C:6]([NH:8][CH2:9][CH2:10][O:11][C:12]1[C:17]([CH2:18][OH:19])=[C:16]([F:20])[C:15]([F:21])=[CH:14][CH:13]=1)=[O:7])([CH3:4])([CH3:3])[CH3:2].[Cl:22][C:23]1[CH:28]=[CH:27][C:26](O)=[CH:25][C:24]=1[N+:30]([O-])=O.C1(P(C2C=CC=CC=2)C2C=CC=CC=2)C=CC=CC=1.N(C(OC(C)C)=O)=NC(OC(C)C)=O.C(=O)([O-])O.[Na+]>O1CCCC1>[C:1]([O:5][C:6]([NH:8][CH2:9][CH2:10][O:11][C:12]1[C:17]([CH2:18][O:19][C:26]2[CH:27]=[CH:28][C:23]([Cl:22])=[C:24]([CH:25]=2)[NH2:30])=[C:16]([F:20])[C:15]([F:21])=[CH:14][CH:13]=1)=[O:7])([CH3:4])([CH3:2])[CH3:3] |f:4.5|. Reported procedure: To a solution of 6-[2-(tert-butoxycarbonylamino)ethoxy]-2,3-difluorobenzyl alcohol (0.54 g), 4-chloro-3-nitrophenol (0.31 g) and triphenylphosphine (0.54 g) in tetrahydrofuran (4 mL) was added diisopropyl azodicarboxylate (40% toluene solution, 1.03 mL), and the mixture was stirred at room temperature overnight. The reaction mixture was poured into a saturated aqueous sodium hydrogen carbonate solution, and the resulting mixture was extracted with ethyl acetate. The extract was washed with water... The reactants are CC1CCC(C(C)C)C(C(=O)O)C1, O=S(Cl)Cl. As a reaction SMILES: [CH:1]1([CH3:13])[CH2:2][CH:3]([C:10]([OH:11])=[O:12])[CH:4]([CH:7]([CH3:8])[CH3:9])[CH2:5][CH2:6]1.[S:14]([Cl:15])([Cl:16])=[O:17]>>[CH:1]1([CH3:13])[CH2:2][CH2:3][CH:4]([CH:7]([CH3:8])[CH3:9])[CH2:5][CH2:6]1. The product is CC1CCC(C(C)C)CC1. Reactants: ClC=1C=C(C(=O)C=2C(=NC(=CC2)C(OC)OC)NCC)C=CC1 (3-(3-chlorobenzoyl)-6-dimethoxymethyl-2-ethylaminopyridine), Cl (hydrochloric acid), CC(=O)C (acetone). Reaction conditions: temperature 60 celsius, time 14 hour. Product: ClCC(=O)N(CC)C1=NC(=CC=C1C(C1=CC(=CC=C1)Cl)=O)C=O (2-chloro-N-[3-(3-chlorobenzoyl)-6-formylpyridin-2-yl]-N-ethylacetamide). As a reaction SMILES: [Cl:1][C:2]1[CH:3]=[C:4]([CH:21]=[CH:22][CH:23]=1)[C:5]([C:7]1[C:8]([NH:18][CH2:19][CH3:20])=[N:9][C:10]([CH:13]([O:16]C)OC)=[CH:11][CH:12]=1)=[O:6].[ClH:24].[CH3:25][C:26](C)=[O:27]>>[Cl:24][CH2:25][C:26]([N:18]([C:8]1[C:7]([C:5](=[O:6])[C:4]2[CH:21]=[CH:22][CH:23]=[C:2]([Cl:1])[CH:3]=2)=[CH:12][CH:11]=[C:10]([CH:13]=[O:16])[N:9]=1)[CH2:19][CH3:20])=[O:27]. Reported procedure: To an acetone solution of 3-(3-chlorobenzoyl)-6-dimethoxymethyl-2-ethylaminopyridine was added 6M hydrochloric acid, and the whole was reacted at room temperature for 5 hours. After removal of the solvent by evaporation, propylene oxide and chloroacetyl chloride were added to the product obtained by a usual liquid-separation treatment in methyl t-butyl ether, and the whole was stirred at 60° C. for 14 hours. Thereafter, the reaction mixture was worked up and purified in a usual manner to obtain ... The reactants are COC1=CC=C(CC2=NN=C(C3=CC=CC=C23)C2=CC=CC=C2)C=C1 (1-(4-methoxybenzyl)-4-phenylphthalazine), C(C)(=O)O (acetic acid), Br (hydrobromic acid). Solvent: O (water), [OH-].[Na+] (NaOH). Yields the product C1(=CC=CC=C1)C1=NN=C(C2=CC=CC=C12)CC1=CC=C(C=C1)O (4-((4-phenylphthalazin-1-yl)methyl)phenol). RXN SMILES: C[O:2][C:3]1[CH:25]=[CH:24][C:6]([CH2:7][C:8]2[C:17]3[C:12](=[CH:13][CH:14]=[CH:15][CH:16]=3)[C:11]([C:18]3[CH:23]=[CH:22][CH:21]=[CH:20][CH:19]=3)=[N:10][N:9]=2)=[CH:5][CH:4]=1.C(O)(=O)C.Br>O.[OH-].[Na+]>[C:18]1([C:11]2[C:12]3[C:17](=[CH:16][CH:15]=[CH:14][CH:13]=3)[C:8]([CH2:7][C:6]3[CH:5]=[CH:4][C:3]([OH:2])=[CH:25][CH:24]=3)=[N:9][N:10]=2)[CH:19]=[CH:20][CH:21]=[CH:22][CH:23]=1 |f:4.5|. Procedure details: To 1-(4-methoxybenzyl)-4-phenylphthalazine (0.240 g, 0.735 mmol) was added acetic acid (1.5 mL) followed by hydrobromic acid 48% (1.50 ml, 27.6 mmol). A water condenser was attached and the mixture was heated to reflux for 3 hours. The reaction was diluted with water and neutralized with 6 N NaOH until pH˜6. Filtered the resulting solid, washed with water and dried to yield 4-((4-phenylphthalazin-1-yl)methyl)phenol as an off-white solid. MS m/z=313 [M+1]+. Calc'd for C21H16N2O: 312.37.